This data is from the Open Reaction Database (ORD), a public repository of structured organic reaction records. The task is: describe an organic reaction: reactants, conditions, products, and yield Reactants: ClCCl, O=C(OO)c1cccc(Cl)c1, c1ccc2c(c1)ncc1nc3n(c12)OCCCC3. Yields the product [O-][n+]1cc2nc3n(c2c2ccccc21)OCCCC3. Reaction SMILES: [Cl:30][CH2:31][Cl:32].[OH:19][O:20][C:21]([c:22]1[cH:23][c:24]([Cl:25])[cH:26][cH:27][cH:28]1)=[O:29].[cH:1]1[c:2]2[c:3]3[c:4]([cH:5][n:6][c:7]2[cH:8][cH:9][cH:10]1)[n:11][c:12]1[n:13]3[O:14][CH2:15][CH2:16][CH2:17][CH2:18]1>>[cH:1]1[c:2]2[c:3]3[c:4]([cH:5][n+:6]([O-:19])[c:7]2[cH:8][cH:9][cH:10]1)[n:11][c:12]1[n:13]3[O:14][CH2:15][CH2:16][CH2:17][CH2:18]1. Reactants: C1(=CC=CC=C1)S(=O)(=O)Cl (Phenyl sulfonyl chloride), C(C)OC(=O)C1=NC(=NC(=C1OCC)N1CCOCC1)C1=CC=C(C=C1)N (2-(4-amino-phenyl)-5-ethoxy-6-morpholin-4-yl-pyrimidine-4-carboxylic acid ethyl ester). The reagents and catalysts are CCN(CC)CC (Et3N). Run in C(Cl)Cl (CH2Cl2). Yields the product C(C)OC(=O)C1=NC(=NC(=C1OCC)N1CCOCC1)C1=CC=C(C=C1)NS(=O)(=O)C1=CC=CC=C1 (2-(4-Benzenesulfonylamino-phenyl)-5-ethoxy-6-morpholin-4-yl-pyrimidine-4-carboxylic acid ethyl ester). The yield is 23.7%. Reaction SMILES: [C:1]1([S:7](Cl)(=[O:9])=[O:8])[CH:6]=[CH:5][CH:4]=[CH:3][CH:2]=1.[CH2:11]([O:13][C:14]([C:16]1[C:21]([O:22][CH2:23][CH3:24])=[C:20]([N:25]2[CH2:30][CH2:29][O:28][CH2:27][CH2:26]2)[N:19]=[C:18]([C:31]2[CH:36]=[CH:35][C:34]([NH2:37])=[CH:33][CH:32]=2)[N:17]=1)=[O:15])[CH3:12]>CCN(CC)CC.C(Cl)Cl>[CH2:11]([O:13][C:14]([C:16]1[C:21]([O:22][CH2:23][CH3:24])=[C:20]([N:25]2[CH2:26][CH2:27][O:28][CH2:29][CH2:30]2)[N:19]=[C:18]([C:31]2[CH:32]=[CH:33][C:34]([NH:37][S:7]([C:1]3[CH:6]=[CH:5][CH:4]=[CH:3][CH:2]=3)(=[O:9])=[O:8])=[CH:35][CH:36]=2)[N:17]=1)=[O:15])[CH3:12]. Procedure: Phenyl sulfonyl chloride (0.02 ml, 1.3 eq.), Et3N (1 drop) was added to a stirred solution of 2-(4-amino-phenyl)-5-ethoxy-6-morpholin-4-yl-pyrimidine-4-carboxylic acid ethyl ester (40 mg, 1 eq.) in CH2Cl2 (2 ml) and the mixture was reacted overnight at r.t. The reaction mixture was extracted with EA and washed with brine. The crude was purified by chromatography to give a product (13 mg, 23.7%). Reactants: BrBr (Br2), [N+](=O)(O)[O-] (nitric acid), Cl (hydrochloric acid), C(C)(=O)N1CC(C2=C(C=C(C=C12)C)C)CCOC(C)=O (1-Acetyl-3-(2-acetoxyethyl)-4,6-dimethylindoline), ice water, ice water. Run in CC(=O)O (AcOH), CC(=O)O (AcOH). Conditions: time 30 minute. The product is C(C)(=O)N1CC(C2=C(C(=C(C(=C12)[N+](=O)[O-])C)Br)C)CCOC(C)=O (1-acetyl-3-(2-acetoxyethyl)-5-bromo-4,6-dimethyl-7-nitroindoline). Reaction SMILES: [C:1]([N:4]1[C:12]2[C:7](=[C:8]([CH3:14])[CH:9]=[C:10]([CH3:13])[CH:11]=2)[CH:6]([CH2:15][CH2:16][O:17][C:18](=[O:20])[CH3:19])[CH2:5]1)(=[O:3])[CH3:2].[Br:21]Br.[N+:23]([O-:26])(O)=[O:24].Cl>CC(O)=O>[C:1]([N:4]1[C:12]2[C:7](=[C:8]([CH3:14])[C:9]([Br:21])=[C:10]([CH3:13])[C:11]=2[N+:23]([O-:26])=[O:24])[CH:6]([CH2:15][CH2:16][O:17][C:18](=[O:20])[CH3:19])[CH2:5]1)(=[O:3])[CH3:2]. Reported procedure: 1-Acetyl-3-(2-acetoxyethyl)-4,6-dimethylindoline (2.0 g) was dissolved in AcOH (40 ml) and Br2 (1.9 g) was added, which was followed by stirring at room temperature for 30 min. The reaction mixture was poured into ice water and precipitate was collected by filtration. The precipitate was dissolved in CHCl3, and the mixture was washed with water and dried over anhydrous sodium sulfate. CHCl3 was evaporated under reduced pressure. The residue was purified by silica gel column chromatography (eluen... Reactants: O=C([O-])[O-], CCOC(=O)N1CC2CC3N(CSC3(C)C)C2C1, [K+], [K+], O. The product is CC1(C)SCN2C3CNCC3CC21. Reaction SMILES: [C:19](=[O:20])([O-:21])[O-:22].[CH3:1][C:2]1([CH3:18])[CH:3]2[CH2:4][CH:5]3[CH2:6][N:7]([C:13]([O:14][CH2:15][CH3:16])=[O:17])[CH2:8][CH:9]3[N:10]2[CH2:11][S:12]1.[K+:23].[K+:24].[OH2:25]>>[CH3:1][C:2]1([CH3:18])[CH:3]2[CH2:4][CH:5]3[CH2:6][NH:7][CH2:8][CH:9]3[N:10]2[CH2:11][S:12]1. Starting materials: [OH-].[Na+] (NaOH), NC(C(=O)OCC)(CC=CC)CC ((+-)-Ethyl 2-amino-2-ethylhex-4-enoate), solution, [H-].[Al+3].[Li+].[H-].[H-].[H-] (lithium aluminium hydride). Run in C1CCOC1 (THF), C1CCOC1 (THF). Run at time 8 hour. Product: NC(CO)(CC=CC)CC ((+-)-2-Amino-2-ethylhex-4-en-1-ol). Isolated yield 32.5%. Reaction SMILES: [NH2:1][C:2]([CH2:12][CH3:13])([CH2:8][CH:9]=[CH:10][CH3:11])[C:3](OCC)=[O:4].[H-].[Al+3].[Li+].[H-].[H-].[H-].[OH-].[Na+]>C1COCC1>[NH2:1][C:2]([CH2:12][CH3:13])([CH2:8][CH:9]=[CH:10][CH3:11])[CH2:3][OH:4] |f:1.2.3.4.5.6,7.8|. Procedure: A solution of the product from step (d) (116.7 g) in THF (100 ml) was added to a 1M solution of lithium aluminium hydride in THF (800 ml) at about 0° C. When addition was complete, the mixture was stirred overnight at room temperature, then 50% w/v aqu. NaOH (200 ml) was added. The organic phase was separated, washed with brine, dried and evaporated in vacuo. The residue was distilled to give the desired product as an oil (29.3 g). 1H NMR consistent with the proposed structure.